Task: describe an organic reaction: reactants, conditions, products, and yield. Dataset: the Open Reaction Database (ORD), a public repository of structured organic reaction records As a reaction SMILES: [C:1](=[N:14][OH:15])([C:8]1[CH:13]=[CH:12][CH:11]=[CH:10][CH:9]=1)[C:2]1[CH:7]=[CH:6][CH:5]=[CH:4][CH:3]=1.Cl[CH2:17][C:18]1[CH:23]=[CH:22][C:21]([S:24][C:25]2[CH:26]=[C:27]([C:32]3([O:38][CH3:39])[CH2:37][CH2:36][O:35][CH2:34][CH2:33]3)[CH:28]=[C:29]([F:31])[CH:30]=2)=[CH:20][CH:19]=1>>[F:31][C:29]1[CH:28]=[C:27]([C:32]2([O:38][CH3:39])[CH2:33][CH2:34][O:35][CH2:36][CH2:37]2)[CH:26]=[C:25]([S:24][C:21]2[CH:22]=[CH:23][C:18]([CH2:17][O:15][N:14]=[C:1]([C:8]3[CH:9]=[CH:10][CH:11]=[CH:12][CH:13]=3)[C:2]3[CH:7]=[CH:6][CH:5]=[CH:4][CH:3]=3)=[CH:19][CH:20]=2)[CH:30]=1. Yields the product FC=1C=C(C=C(C1)SC1=CC=C(CON=C(C2=CC=CC=C2)C2=CC=CC=C2)C=C1)C1(CCOCC1)OC (benzophenone O-{4-[5-fluoro-3-(4-methoxytetrahydropyran-4-yl)phenylthio]benzyl}oxime). Isolated yield 44.0%. Reported procedure: Using an analogous procedure to that described in Example 1, benzophenone oxime was reacted with 4-[3-(4-chloromethylphenylthio)-5fluorophenyl]-4-methoxytetrahydropyran to give benzophenone O-{4-[5-fluoro-3-(4-methoxytetrahydropyran-4-yl)phenylthio]benzyl}oxime as an oil in 44% yield. Starting materials: C(C1=CC=CC=C1)(C1=CC=CC=C1)=NO (benzophenone oxime), ClCC1=CC=C(C=C1)SC=1C=C(C=C(C1)F)C1(CCOCC1)OC (4-[3-(4-chloromethylphenylthio)-5fluorophenyl]-4-methoxytetrahydropyran). Starting materials: S(O)(O)(=O)=O (sulfuric acid), S(O)(O)(=O)=O (sulfuric acid), OO (H2O2), alcohol, S(=O)(=O)(CC(=O)O)CC(=O)O (sulfonyldiacetic acid), C(Cl)Cl (methylene chloride), C(Cl)Cl (methylene chloride). Solvent: O (water). Run at temperature 5 celsius, time 3 hour. Product: S(=O)(=O)(CC(OO)=O)CC(=O)OO (Sulfonyldiperoxyacetic Acid). Reaction SMILES: S(=O)(=O)(O)[OH:2].[OH:6][OH:7].[S:8]([CH2:15][C:16]([OH:18])=[O:17])([CH2:11][C:12](O)=[O:13])(=[O:10])=[O:9].C(Cl)Cl>O>[S:8]([CH2:15][C:16]([O:18][OH:2])=[O:17])([CH2:11][C:12](=[O:13])[O:6][OH:7])(=[O:10])=[O:9]. Procedure details: A mixture of 16.32 mL of 90% aqueous hydrogen peroxide (0.6 mole), 2.3 mL of deionized water and 18.17 mL of 95.5% sulfuric acid was formed in a 150 mL beaker equipped with an ice bath, alcohol thermometer and mechanical stirrer. The water and sulfuric acid were added sequentially to the H2O2 with cooling and stirring to hold the temperature of the mixture to about 25° C. This mixture was added to 18.215 g (0.1 mole) of sulfonyldiacetic acid in admixture with 100 mL of methylene chloride without... Starting materials: ClC1=C(C=CC(=C1)F)O (2-Chloro-4-fluorophenol), ClC(=O)OC(Cl)(Cl)Cl (trichloromethyl chloroformate), [OH-].[Na+] (sodium hydroxide). Reagents/catalysts: [Cl-].C(C)[N+](CC1=CC=CC=C1)(CC)CC (triethylbenzylammonium chloride). The solvent is C(Cl)Cl (methylene chloride). Reaction conditions: time 6 hour. Product: ClC1=C(C=CC(=C1)F)OC(OC1=C(C=C(C=C1)F)Cl)=O (bis(2-chloro-4-fluorophenyl)carbonate). Yield: 209.5%. RXN SMILES: [Cl:1][C:2]1[CH:7]=[C:6]([F:8])[CH:5]=[CH:4][C:3]=1[OH:9].[OH-].[Na+].Cl[C:13]([O:15][C:16](Cl)(Cl)Cl)=[O:14]>[Cl-].C([N+](CC)(CC)CC1C=CC=CC=1)C.C(Cl)Cl>[Cl:1][C:2]1[CH:7]=[C:6]([F:8])[CH:5]=[CH:4][C:3]=1[O:9][C:13](=[O:14])[O:15][C:16]1[CH:4]=[CH:5][C:6]([F:8])=[CH:7][C:2]=1[Cl:1] |f:1.2,4.5|. Reported procedure: 2-Chloro-4-fluorophenol (4.4 kg, 30 mol), triethylbenzylammonium chloride (17.1 g) and methylene chloride (7 liters) were put in a 20-liter three-neck flask as equipped with a stirrer and a dropping funnel, and cooled in an ice-water bath. 5N sodium hydroxide aqueous solution (6 liters) was gradually added thereto with stirring vigorously. Next, trichloromethyl chloroformate (885 ml, 7.35 mol) was gradually dropwise added thereto over a period of about 6 hours. After addition, the reaction liqui... Starting materials: CC1CNC(C)CN1, CCO, ClCc1ccc(Cl)cc1. The product is CC1CN(Cc2ccc(Cl)cc2)C(C)CN1. Reaction SMILES: [CH3:10][CH:11]1[NH:12][CH2:13][CH:14]([CH3:17])[NH:15][CH2:16]1.[CH3:18][CH2:19][OH:20].[Cl:1][c:2]1[cH:3][cH:4][c:5]([CH2:6][Cl:7])[cH:8][cH:9]1>>[Cl:1][c:2]1[cH:3][cH:4][c:5]([CH2:6][N:12]2[CH:11]([CH3:10])[CH2:16][NH:15][CH:14]([CH3:17])[CH2:13]2)[cH:8][cH:9]1. Starting materials: C(C)OC(=O)C=1C=NC2=C(C=CC=C2C1Cl)OC (4-Chloro-8-methoxy-quinoline-3-carboxylic acid ethyl ester), FC1(CCC(CC1)N)F (4,4-difluoro-cyclohexylamine). Product: C(C)OC(=O)C=1C=NC2=C(C=CC=C2C1NC1CCC(CC1)(F)F)OC (4-(4,4-difluoro-cyclohexylamino)-8-methoxy-quinoline-3-carboxylic acid ethyl ester). Reaction SMILES: [CH2:1]([O:3][C:4]([C:6]1[CH:7]=[N:8][C:9]2[C:14]([C:15]=1Cl)=[CH:13][CH:12]=[CH:11][C:10]=2[O:17][CH3:18])=[O:5])[CH3:2].[F:19][C:20]1([F:27])[CH2:25][CH2:24][CH:23]([NH2:26])[CH2:22][CH2:21]1>>[CH2:1]([O:3][C:4]([C:6]1[CH:7]=[N:8][C:9]2[C:14]([C:15]=1[NH:26][CH:23]1[CH2:24][CH2:25][C:20]([F:27])([F:19])[CH2:21][CH2:22]1)=[CH:13][CH:12]=[CH:11][C:10]=2[O:17][CH3:18])=[O:5])[CH3:2]. Procedure details: 4-Chloro-8-methoxy-quinoline-3-carboxylic acid ethyl ester (250 mg, 0.94 mmol) was treated with 4,4-difluoro-cyclohexylamine following general procedure B to afford 4-(4,4-difluoro-cyclohexylamino)-8-methoxy-quinoline-3-carboxylic acid ethyl ester (192 mg). Thus obtained amino-ester (92 mg, 0.25 mmol) was subjected to reaction with 1-chloro-3-isocyanato-benzene according to general procedure C to furnish 3-(3-chloro-phenyl)-1-(4,4-difluoro-cyclohexyl)-7-methoxy-1H-pyrimido[5,4-c]quinoline-2,4-di... The reagents and catalysts are C=1C=CC(=CC1)/C=C/C(=O)/C=C/C2=CC=CC=C2.C=1C=CC(=CC1)/C=C/C(=O)/C=C/C2=CC=CC=C2.C=1C=CC(=CC1)/C=C/C(=O)/C=C/C2=CC=CC=C2.[Pd].[Pd] (tris(dibenzylideneacetone)dipalladium), CC1(C2=CC=CC(=C2OC=2C(=CC=CC12)P(C1=CC=CC=C1)C1=CC=CC=C1)P(C1=CC=CC=C1)C1=CC=CC=C1)C (9,9-dimethyl-4,5-bis(diphenylphosphino)xanthene). Yield: 77.8%. Reaction conditions: temperature 90 celsius. Reactants: C(C1=CC=CC=C1)NC(C1=CC(=NC=C1)Cl)=O (N-benzyl-2-chloroisonicotinamide), C1(=CC=CC=C1)C1CC(NCC1)=O (4-phenylpiperidin-2-one), C([O-])([O-])=O.[Cs+].[Cs+] (cesium carbonate). Run in C(C)(=O)OCC (ethyl acetate), CN(C=O)C (N,N-dimethylformamide). Product: C(C1=CC=CC=C1)NC(=O)C1=CC(=NC=C1)N1C(CC(CC1)C1=CC=CC=C1)=O (2-oxo-4-phenyl-3,4,5,6-tetrahydro-2H-[1,2′]bipyridinyl-4′-carboxylic acid benzylamide). Procedure: A degassed mixture of N-benzyl-2-chloroisonicotinamide (0.05 g, 0.20 mmol), 4-phenylpiperidin-2-one (0.04 g, 0.22 mmol), cesium carbonate (0.20 g, 0.61 mmol) and 9,9-dimethyl-4,5-bis(diphenylphosphino)xanthene (0.005 g, 0.008 mmol), tris(dibenzylideneacetone)dipalladium (0.004 g, 0.004 mmol) in N,N-dimethylformamide (3.0 mL) was heated at 90° C. for 18 hours and cooled to ambient temperature. The resulting solution was diluted with ethyl acetate (30 mL), washed with water (20 mL) and brine (20 m... Reaction SMILES: [CH2:1]([NH:8][C:9](=[O:17])[C:10]1[CH:15]=[CH:14][N:13]=[C:12](Cl)[CH:11]=1)[C:2]1[CH:7]=[CH:6][CH:5]=[CH:4][CH:3]=1.[C:18]1([CH:24]2[CH2:29][CH2:28][NH:27][C:26](=[O:30])[CH2:25]2)[CH:23]=[CH:22][CH:21]=[CH:20][CH:19]=1.C(=O)([O-])[O-].[Cs+].[Cs+]>CN(C)C=O.C(OCC)(=O)C.C1C=CC(/C=C/C(/C=C/C2C=CC=CC=2)=O)=CC=1.C1C=CC(/C=C/C(/C=C/C2C=CC=CC=2)=O)=CC=1.C1C=CC(/C=C/C(/C=C/C2C=CC=CC=2)=O)=CC=1.[Pd].[Pd].CC1(C)C2C=CC=C(P(C3C=CC=CC=3)C3C=CC=CC=3)C=2OC2C1=CC=CC=2P(C1C=CC=CC=1)C1C=CC=CC=1>[CH2:1]([NH:8][C:9]([C:10]1[CH:15]=[CH:14][N:13]=[C:12]([N:27]2[CH2:28][CH2:29][CH:24]([C:18]3[CH:19]=[CH:20][CH:21]=[CH:22][CH:23]=3)[CH2:25][C:26]2=[O:30])[CH:11]=1)=[O:17])[C:2]1[CH:7]=[CH:6][CH:5]=[CH:4][CH:3]=1 |f:2.3.4,7.8.9.10.11|.